The task is: describe an organic reaction: reactants, conditions, products, and yield. This data is from the Open Reaction Database (ORD), a public repository of structured organic reaction records. Starting materials: O=C([O-])[O-], Fc1ccc(S)cc1Cl, Cl, [Cs+], [Cs+], CN(C)C=O, O, ClCc1ccccn1. Yields the product Fc1ccc(SCc2ccccn2)cc1Cl. RXN SMILES: [C:19](=[O:20])([O-:21])[O-:22].[Cl:10][c:11]1[cH:12][c:13]([SH:18])[cH:14][cH:15][c:16]1[F:17].[ClH:1].[Cs+:23].[Cs+:24].[O:26]=[CH:27][N:28]([CH3:29])[CH3:30].[OH2:25].[c:2]1([CH2:8][Cl:9])[cH:3][cH:4][cH:5][cH:6][n:7]1>>[c:2]1([CH2:8][S:18][c:13]2[cH:12][c:11]([Cl:10])[c:16]([F:17])[cH:15][cH:14]2)[cH:3][cH:4][cH:5][cH:6][n:7]1.